This data is from the Open Reaction Database (ORD), a public repository of structured organic reaction records. The task is: describe an organic reaction: reactants, conditions, products, and yield Starting materials: ClC=1C=CC=2C(C3=C(NC2C1)C(=NN(C3=O)C3=CC(=C(C=C3)OC)OC)O)=O (7-Chloro-4-hydroxy-2-(3,4-dimethoxyphenyl)-1,2,5,10-tetrahydropyridazino[4,5-b]quinoline-1,10-dione). Run in Br (HBr). The product is ClC=1C=CC=2C(C3=C(NC2C1)C(=NN(C3=O)C3=CC(=C(C=C3)O)O)O)=O (7-Chloro-2-(3,4-dihydroxyphenyl)-4-hydroxy-1,2,5,10-tetrahydropyridazino[4,5-b]quinoline-1,10-dione). The yield is 67.8%. RXN SMILES: [Cl:1][C:2]1[CH:3]=[CH:4][C:5]2[C:6](=[O:28])[C:7]3[C:15](=[O:16])[N:14]([C:17]4[CH:22]=[CH:21][C:20]([O:23]C)=[C:19]([O:25]C)[CH:18]=4)[N:13]=[C:12]([OH:27])[C:8]=3[NH:9][C:10]=2[CH:11]=1>Br>[Cl:1][C:2]1[CH:3]=[CH:4][C:5]2[C:6](=[O:28])[C:7]3[C:15](=[O:16])[N:14]([C:17]4[CH:22]=[CH:21][C:20]([OH:23])=[C:19]([OH:25])[CH:18]=4)[N:13]=[C:12]([OH:27])[C:8]=3[NH:9][C:10]=2[CH:11]=1. Procedure details: 7-Chloro-4-hydroxy-2-(3,4-dimethoxyphenyl)-1,2,5,10-tetrahydropyridazino[4,5-b]quinoline-1,10-dione (1.00 g, 2.50 mM) was refluxed in 48% HBr (40 mL) for 6 hours to give an orange suspension. Heat was removed and the suspension was filtered while still warm. The collected solids were washed with water and then ether to give the crude product (0.94 g) as a yellow powder. This material was recrystallized from refluxing methanol (600 mL) to give the title compound (0.63 g, 68%) as a yellow powder, ... Reactants: dimethylacetal, C1(=CC=CC=C1)P(C1=CC=CC=C1)(C1=CC=CC=C1)=O (triphenylphosphine oxide), CC1=CC=CC2=CC=CC=C12 (methylnaphthalene), C(C)(=O)OC (methyl acetate), Co(acetate)2, [H][H] (hydrogen), [C]=O (carbon monoxide). The solvent is CO (methanol), C(C)O (ethanol), C(C)(=O)O (acetic acid). Conditions: temperature 180 celsius, time 5 hour. Product: C(CCC)P(CCCC)(CCCC)=O (tributylphosphine oxide), tertiary phosphine oxides. As a reaction SMILES: [C:1]1([P:7](=[O:20])([C:14]2C=C[CH:17]=[CH:16][CH:15]=2)[C:8]2C=C[CH:11]=[CH:10][CH:9]=2)C=C[CH:4]=[CH:3][CH:2]=1.CC1C2C(=CC=CC=2)C=CC=1.[H][H].[C]=O.C(OC)(=O)C>C(O)(=O)C.C(O)C.CO>[CH2:1]([P:7](=[O:20])([CH2:8][CH2:9][CH2:10][CH3:11])[CH2:14][CH2:15][CH2:16][CH3:17])[CH2:2][CH2:3][CH3:4] |^3:33|. Reported procedure: A one gram quantity of Co(acetate)2. 4H2O and 9 grams triphenylphosphine oxide were charged to an autoclave with 100 cc methanol and 30 cc methylnaphthalene. The reactor was pressured to 3200 psi with an approximately equimolar mixture of hydrogen and carbon monoxide and heated to 180° C. with stirring. The reaction was allowed to proceed for 5 hours. The reactor was cooled and vented, and the reaction product was analyzed and shown to contain ethanol (21.3%), methyl acetate (9.8%), dimethylacet... The reactants are O=C(CC(=O)OCC)C1CCOCC1 (ethyl 3-oxo-3-(tetrahydro-2H-pyran-4-yl)propanoate), CC1=NNC(=C1CC1=C(C(=CC=C1)C(F)(F)F)C)N (3-methyl-4-{[2-methyl-3-(trifluoromethyl)phenyl]methyl}-1H-pyrazol-5-amine). Solvent: C(C)(=O)O (acetic acid), C(C)(=O)O (acetic acid). Run at temperature 140 celsius, time 8 hour. Product: CC1=NN2C(N=C(C=C2O)C2CCOCC2)=C1CC1=C(C(=CC=C1)C(F)(F)F)C (2-methyl-3-(2-methyl-3-(trifluoromethyl)benzyl)-5-(tetrahydro-2H-pyran-4-yl)pyrazolo[1,5-a]pyrimidin-7-ol). As a reaction SMILES: O=[C:2]([CH:9]1[CH2:14][CH2:13][O:12][CH2:11][CH2:10]1)[CH2:3][C:4]([O:6]CC)=O.[CH3:15][C:16]1[C:20]([CH2:21][C:22]2[CH:27]=[CH:26][CH:25]=[C:24]([C:28]([F:31])([F:30])[F:29])[C:23]=2[CH3:32])=[C:19]([NH2:33])[NH:18][N:17]=1>C(O)(=O)C>[CH3:15][C:16]1[C:20]([CH2:21][C:22]2[CH:27]=[CH:26][CH:25]=[C:24]([C:28]([F:30])([F:29])[F:31])[C:23]=2[CH3:32])=[C:19]2[N:33]=[C:2]([CH:9]3[CH2:10][CH2:11][O:12][CH2:13][CH2:14]3)[CH:3]=[C:4]([OH:6])[N:18]2[N:17]=1. Reported procedure: To a suspension of ethyl 3-oxo-3-(tetrahydro-2H-pyran-4-yl)propanoate (98 mg, 0.49 mmol) in acetic acid (2 mL) was added 3-methyl-4-{[2-methyl-3-(trifluoromethyl)phenyl]methyl}-1H-pyrazol-5-amine (125 mg, 0.46 mmol), prepared as described in Example 1, step a, in microwave reaction vessel. It was sealed and heated with microwave reactor at 140° C. for 40 minutes. The reaction mixture was cooled, diluted with acetic acid (2 mL) and stood for overnight. Precipitate was observed, filtered. Solid wa...